This data is from the Open Reaction Database (ORD), a public repository of structured organic reaction records. The task is: describe an organic reaction: reactants, conditions, products, and yield Starting materials: C(CC)C=1SC=2NC=CC(C2N1)=O (2-Propyl-4H-thiazolo[5,4-b]pyridin-7-one), P(=O)(Cl)(Cl)Cl (phosphorous oxychloride), [OH-].[Na+] (sodium hydroxide). The product is ClC1=C2C(=NC=C1)SC(=N2)CCC (7-Chloro-2-propyl-thiazolo[5,4-b]pyridine). The yield is 89.0%. RXN SMILES: [CH2:1]([C:4]1[S:5][C:6]2[NH:7][CH:8]=[CH:9][C:10](=O)[C:11]=2[N:12]=1)[CH2:2][CH3:3].P(Cl)(Cl)([Cl:16])=O.[OH-].[Na+]>>[Cl:16][C:10]1[CH:9]=[CH:8][N:7]=[C:6]2[S:5][C:4]([CH2:1][CH2:2][CH3:3])=[N:12][C:11]=12 |f:2.3|. Reported procedure: The product of Example 5F (123 mg, 0.6332 mmol) and phosphorous oxychloride (2 mL) were refluxed for 1 hour under a nitrogen atmosphere. The solution was cooled in an ice bath, treated with ice, and the pH adjusted to 7 with 6N aqueous sodium hydroxide. Extracted with methylene chloride (3×50 mL) and dried the combined organic extracts over anhydrous sodium sulfate, filtered and concentrated under vacuum giving the title compound as a brown oil (120 mg, 0.564 mmol, 89%). The reactants are N1=C(C=CC2=CC=CC=C12)COC=1C=C(CO)C=CC1 (3-(quinolin-2-ylmethoxy)benzyl alcohol), ClC1=CC=C2C=CC(=NC2=C1)COC1=CC=C(CO)C=C1 (4-(7-chloroquinolin-2-ylmethoxy)benzyl alcohol). Product: N1=C(C=CC2=CC=CC=C12)COC=1C=C(CCl)C=CC1 (3-(Quinolin-2-ylmethoxy)benzyl chloride). Isolated yield 72.0%. As a reaction SMILES: [N:1]1[C:10]2[C:5](=[CH:6][CH:7]=[CH:8][CH:9]=2)[CH:4]=[CH:3][C:2]=1[CH2:11][O:12][C:13]1[CH:14]=[C:15]([CH:18]=[CH:19][CH:20]=1)[CH2:16]O.[Cl:21]C1C=C2C(C=CC(COC3C=CC(CO)=CC=3)=N2)=CC=1>>[N:1]1[C:10]2[C:5](=[CH:6][CH:7]=[CH:8][CH:9]=2)[CH:4]=[CH:3][C:2]=1[CH2:11][O:12][C:13]1[CH:14]=[C:15]([CH:18]=[CH:19][CH:20]=1)[CH2:16][Cl:21]. Procedure details: The procedure from Example 6, part B was used except 3-(quinolin-2-ylmethoxy)benzyl alcohol was substituted for 4-(7-chloroquinolin-2-ylmethoxy)benzyl alcohol. The intermediate was obtained in 72% yield: mp 39°-43° C. The reactants are C12N(CCNC2C1)C(=O)OC(C)(C)C (tert-butyl (±)-2,5-diazabicyclo[4.1.0]heptane-2-carboxylate), CC1=C(C=CC=2C(OCC21)=O)[C@H]2OC2 (4-methyl-5-[(2R)-oxiran-2-yl]-2-benzofuran-1(3H)-one). Solvent: CCO (EtOH). Conditions: temperature 145 celsius. Yields the product O[C@@H](CN1CCN(C2CC12)C(=O)OC(C)(C)C)C1=C(C2=C(C(OC2)=O)C=C1)C (tert-butyl (±)5-[(2R)-2-hydroxy-2-(4-methyl-1-oxo-1,3-dihydro-2-benzofuran-5-yl)ethyl]-2,5-diazabicyclo[4.1.0]heptane-2-carboxylate). Reaction SMILES: [CH:1]12[CH2:7][CH:6]1[NH:5][CH2:4][CH2:3][N:2]2[C:8]([O:10][C:11]([CH3:14])([CH3:13])[CH3:12])=[O:9].[CH3:15][C:16]1[C:24]2[CH2:23][O:22][C:21](=[O:25])[C:20]=2[CH:19]=[CH:18][C:17]=1[C@@H:26]1[CH2:28][O:27]1>CCO>[OH:27][C@H:26]([C:17]1[CH:18]=[CH:19][C:20]2[C:21](=[O:25])[O:22][CH2:23][C:24]=2[C:16]=1[CH3:15])[CH2:28][N:5]1[CH:6]2[CH:1]([CH2:7]2)[N:2]([C:8]([O:10][C:11]([CH3:14])([CH3:13])[CH3:12])=[O:9])[CH2:3][CH2:4]1. Procedure details: In a microwave vial charged with stirring bar, tert-butyl (±)-2,5-diazabicyclo[4.1.0]heptane-2-carboxylate (341 mg, 1.72 mmol) was dissolved in EtOH (20 mL). 4-methyl-5-[(2R)-oxiran-2-yl]-2-benzofuran-1(3H)-one (654 mg, 3.44 mmol) was added. Then mixture was sealed and put on microwave reactor. It was heated up to 145° C. and was stir at 145° C. for 60 minutes. After cooling down to room temperature, solution was transferred to a round bottom flask and was concentrated on rotavapor to give crude... The reactants are FC(C1=CC=C(CC(C(=O)OCC2=CC=CC=C2)(C(=O)OCC2=CC=CC=C2)CC2=CC=C(C=C2)C(P(=O)(O)O)(F)F)C=C1)(P(=O)(O)O)F (2,2-Di{4-[difluoro(phosphono)methyl]benzyl}malonic acid, dibenzyl ester). The reagents and catalysts are C(=O)O (HCO2H), Cl[Pd]Cl (PdCl2). The solvent is CO (MeOH). Reaction conditions: time 24 hour. Yields the product FC(C1=CC=C(CC(C(=O)O)(C(=O)O)CC2=CC=C(C=C2)C(P(=O)(O)O)(F)F)C=C1)(P(=O)(O)O)F (2,2-Di{4-[Difluoro(Phosphono)Methyl]Benzyl}Malonic Acid). Isolated yield 66.6%. RXN SMILES: [F:1][C:2]([F:49])([P:45]([OH:48])([OH:47])=[O:46])[C:3]1[CH:44]=[CH:43][C:6]([CH2:7][C:8]([CH2:29][C:30]2[CH:35]=[CH:34][C:33]([C:36]([F:42])([F:41])[P:37]([OH:40])([OH:39])=[O:38])=[CH:32][CH:31]=2)([C:19]([O:21]CC2C=CC=CC=2)=[O:20])[C:9]([O:11]CC2C=CC=CC=2)=[O:10])=[CH:5][CH:4]=1>C(O)=O.CO.Cl[Pd]Cl>[F:42][C:36]([F:41])([P:37]([OH:40])([OH:39])=[O:38])[C:33]1[CH:34]=[CH:35][C:30]([CH2:29][C:8]([CH2:7][C:6]2[CH:5]=[CH:4][C:3]([C:2]([F:1])([F:49])[P:45]([OH:48])([OH:47])=[O:46])=[CH:44][CH:43]=2)([C:19]([OH:21])=[O:20])[C:9]([OH:11])=[O:10])=[CH:31][CH:32]=1. Procedure: A mixture of the product of Example 2 (0.2 g), PdCl2 and a few drops of HCO2H in 20 mL of MeOH was shaken under 50 psi of H2 for 24 h. The reaction mixture was filtered through celite and the filtrate was concentrated. The residue was lyopholized to give 0.1 g of the title compound. Starting materials: Cl.FC1=CC=C(C=C1)C(CN1CCC(CC1)CN1C(C2=CC=CC=C2C1)=O)=O (2-[[1-[2-(4-Fluorophenyl)-2-oxoethyl]piperidin-4-yl]methyl]isoindolin-1-one hydrochloride), Cl.FC1=CC=C(C=C1)C(CN1CCC(CC1)CN1C(C2=CC=CC=C2C1)=O)=O (2-[[1-[2-(4-Fluorophenyl)-2-oxoethyl]piperidin-4-yl]methyl]isoindolin-1-one hydrochloride), O (water), CC(=O)C (acetone). Run in C(C)(=O)OCC (ethyl acetate). Reaction conditions: temperature 60 celsius. Product: O.O.Cl.FC1=CC=C(C=C1)C(CN1CCC(CC1)CN1C(C2=CC=CC=C2C1)=O)=O (2-[[1-[2-(4-Fluorophenyl)-2-oxoethyl]piperidin-4-yl]methyl]isoindolin-1-one hydrochloride dihydrate). Isolated yield 79.0%. As a reaction SMILES: [ClH:1].[F:2][C:3]1[CH:8]=[CH:7][C:6]([C:9](=[O:28])[CH2:10][N:11]2[CH2:16][CH2:15][CH:14]([CH2:17][N:18]3[CH2:26][C:25]4[C:20](=[CH:21][CH:22]=[CH:23][CH:24]=4)[C:19]3=[O:27])[CH2:13][CH2:12]2)=[CH:5][CH:4]=1.O.CC(C)=[O:32]>C(OCC)(=O)C>[OH2:27].[OH2:32].[ClH:1].[F:2][C:3]1[CH:8]=[CH:7][C:6]([C:9](=[O:28])[CH2:10][N:11]2[CH2:12][CH2:13][CH:14]([CH2:17][N:18]3[CH2:26][C:25]4[C:20](=[CH:21][CH:22]=[CH:23][CH:24]=4)[C:19]3=[O:27])[CH2:15][CH2:16]2)=[CH:5][CH:4]=1 |f:0.1,5.6.7.8|. Procedure details: 2-[[1-[2-(4-Fluorophenyl)-2-oxoethyl]piperidin-4-yl]methyl]isoindolin-1-one hydrochloride (the compound of Example 1, 39.4 mmol) was added to water (30 mL) and acetone (210 mL), and mixture was heated at 60° C. for dissolution. The mixture was added dropwise with ethyl acetate (100 mL) and stand for cooling to room temperature. The crystals precipitated were collected by filtration and the resulting crystals were washed with ethyl acetate and dried under reduced pressure to obtain the title comp... Starting materials: II (iodine), O1C=CC=2C(NC=CC21)=O (5H-furo[3,2-c]pyridin-4-one), O=P(Cl)(Cl)Cl (POCl3). Yields the product ClC1=NC=CC2=C1C=CO2 (4-chloro-furo[3,2-c]pyridine). RXN SMILES: II.[O:3]1[C:11]2[CH:10]=[CH:9][NH:8][C:7](=O)[C:6]=2[CH:5]=[CH:4]1.O=P(Cl)(Cl)[Cl:15]>>[Cl:15][C:7]1[C:6]2[CH:5]=[CH:4][O:3][C:11]=2[CH:10]=[CH:9][N:8]=1. Reported procedure: For example, in making a compound of formula I in which Y is oxygen, Scheme A can be followed. Briefly, 2-furfural (1) is converted under heating into 3-furan-2-yl-acrylic acid (2) using malonic acid and a suitable base such as piperidine. 3-(Furan-2-yl)-acrylic acid (2) is converted into 3-(furan-2-yl)-acryloyl azide (3) using DPPA and a suitable base such as triethylamine. The azide (3) was cyclized to afford 5H-furo[3,2-c]pyridin-4-one (4) upon heating and a catalytic amount of iodine. 5H-fur... Procedure details: A catalytic amount of Raney nickel was added portionwise with stirring to a mixture of 2-[(4-nitrophenyl)methylene]-2H-1,4-benzoxazin-3(4H)-one (0.57 g, 0.002 mol) and hydrazine hydrate (1 ml) in ethanol (20 ml). The reaction mixture was refluxed for 3 h, then filtered. The filtrate was evaporated to dryness under reduced pressure. The crude product was purified by re crystallization from ethanol. As a reaction SMILES: [N+:1]([C:4]1[CH:9]=[CH:8][C:7]([CH:10]=[C:11]2[C:16](=[O:17])[NH:15][C:14]3[CH:18]=[CH:19][CH:20]=[CH:21][C:13]=3[O:12]2)=[CH:6][CH:5]=1)([O-])=O.O.NN>[Ni].C(O)C>[NH2:1][C:4]1[CH:5]=[CH:6][C:7]([CH:10]=[C:11]2[C:16](=[O:17])[NH:15][C:14]3[CH:18]=[CH:19][CH:20]=[CH:21][C:13]=3[O:12]2)=[CH:8][CH:9]=1 |f:1.2|. The product is NC1=CC=C(C=C1)C=C1OC2=C(NC1=O)C=CC=C2 (2-[(4-Aminophenyl)methylene]-2H-1,4-benzoxazin-3(4H)-one). The solvent is C(C)O (ethanol). The reactants are [N+](=O)([O-])C1=CC=C(C=C1)C=C1OC2=C(NC1=O)C=CC=C2 (2-[(4-nitrophenyl)methylene]-2H-1,4-benzoxazin-3(4H)-one), O.NN (hydrazine hydrate). The reagents and catalysts are [Ni] (Raney nickel). The reactants are C(C1=CC=CC=C1)(=O)NCCC=1NC2=CC=CC=C2C1CC(=O)N (2-(benzoylamino-ethyl)-indole-3-acetamide). Run in P(=O)(Cl)(Cl)Cl (phosphorus oxychloride). The product is C1(=CC=CC=C1)C1=NCCC=2N1C1=CC=CC=C1C2CC#N (1-phenyl-3,4-dihydro-pyrimido[1,6-a]indole-5-acetonitrile). RXN SMILES: [C:1]([NH:9][CH2:10][CH2:11][C:12]1[NH:13][C:14]2[C:19]([C:20]=1[CH2:21][C:22]([NH2:24])=O)=[CH:18][CH:17]=[CH:16][CH:15]=2)(=O)[C:2]1[CH:7]=[CH:6][CH:5]=[CH:4][CH:3]=1>P(Cl)(Cl)(Cl)=O>[C:2]1([C:1]2[N:13]3[C:14]4[C:19]([C:20]([CH2:21][C:22]#[N:24])=[C:12]3[CH2:11][CH2:10][N:9]=2)=[CH:18][CH:17]=[CH:16][CH:15]=4)[CH:7]=[CH:6][CH:5]=[CH:4][CH:3]=1. Procedure details: 1.6 g (0.005 mol) of 2-(benzoylamino-ethyl)-indole-3-acetamide is heated under reflux for 2 hours in 16 ml of phosphorus oxychloride. Excess phosphorus oxychloride is distilled off, the oily residue is taken up in water and by-products of the reaction are removed by extracting with ether. Concentrated ammonia is added to the aqueous phase, while cooling, and extraction with ether is carried out. After washing and drying the ether phase and concentrating it by evaporation, 1-phenyl-3,4-dihydro-py...